describe an organic reaction: reactants, conditions, products, and yield From a dataset of the Open Reaction Database (ORD), a public repository of structured organic reaction records. Reactants: COc1ccc(NC(C)=O)cc1F, CC(=O)O, CC(=O)OC(C)=O, O=[N+]([O-])O. Yields the product COc1ccc(N)cc1F. Reaction SMILES: [C:1](=[O:2])([CH3:3])[NH:4][c:5]1[cH:6][c:7]([F:13])[c:8]([O:11][CH3:12])[cH:9][cH:10]1.[CH3:18][C:19](=[O:20])[OH:21].[CH3:22][C:23]([O:24][C:25](=[O:26])[CH3:27])=[O:28].[OH:14][N+:15](=[O:16])[O-:17]>>[NH2:4][c:5]1[cH:6][c:7]([F:13])[c:8]([O:11][CH3:12])[cH:9][cH:10]1. Reactants: CCCNCC, Cc1ccc(S(=O)(=O)OCC2COc3c(Cl)cc(S(C)(=O)=O)cc3O2)cc1. The product is CCCN(CC)CC1COc2c(Cl)cc(S(C)(=O)=O)cc2O1. RXN SMILES: [CH2:28]([CH3:29])[NH:30][CH2:31][CH2:32][CH3:33].[CH3:1][c:2]1[cH:3][cH:4][c:5]([S:6]([O:7][CH2:12][CH:13]2[CH2:14][O:15][c:16]3[c:17]([cH:19][c:20]([S:24](=[O:25])(=[O:26])[CH3:27])[cH:21][c:22]3[Cl:23])[O:18]2)(=[O:8])=[O:9])[cH:10][cH:11]1>>[CH2:12]([CH:13]1[CH2:14][O:15][c:16]2[c:17]([cH:19][c:20]([S:24](=[O:25])(=[O:26])[CH3:27])[cH:21][c:22]2[Cl:23])[O:18]1)[N:30]([CH2:28][CH3:29])[CH2:31][CH2:32][CH3:33]. Reactants: C(C)(=O)C1NC2(C(N(C2O1)C(C(=O)OCC1=CC=CC=C1)=C(C)C)=O)C(CC1=CC=CC=C1)=O (benzyl α-(3ξ-acetyl-2-phenylacetyl-7-oxo-4-oxa-2,6-diazabicyclo[3.2.0]heptan-6-yl)-α-isopropylideneacetate). The reagents and catalysts are [C].[Pd] (palladium carbon). Solvent: O1CCCC1 (tetrahydrofuran). Reaction conditions: time 2 hour. The product is C(C)(=O)C1NC2(C(N(C2O1)C(C(=O)O)=C(C)C)=O)C(CC1=CC=CC=C1)=O (α-(3ξ-acetyl-2-phenylacetyl-7-oxo-4-oxa-2,6-diazabicyclo[3.2.0]heptan-6-yl)-α-isopropylideneacetic acid). Yield: 95.1%. RXN SMILES: [C:1]([CH:4]1[O:10][CH:9]2[C:6]([C:26](=[O:34])[CH2:27][C:28]3[CH:33]=[CH:32][CH:31]=[CH:30][CH:29]=3)([C:7](=[O:25])[N:8]2[C:11](=[C:22]([CH3:24])[CH3:23])[C:12]([O:14]CC2C=CC=CC=2)=[O:13])[NH:5]1)(=[O:3])[CH3:2]>O1CCCC1.[C].[Pd]>[C:1]([CH:4]1[O:10][CH:9]2[C:6]([C:26](=[O:34])[CH2:27][C:28]3[CH:29]=[CH:30][CH:31]=[CH:32][CH:33]=3)([C:7](=[O:25])[N:8]2[C:11](=[C:22]([CH3:24])[CH3:23])[C:12]([OH:14])=[O:13])[NH:5]1)(=[O:3])[CH3:2] |f:2.3|. Procedure: To a solution of 550 mg of benzyl α-(3ξ-acetyl-2-phenylacetyl-7-oxo-4-oxa-2,6-diazabicyclo[3.2.0]heptan-6-yl)-α-isopropylideneacetate in 8 ml of tetrahydrofuran is added 5% palladium carbon, and the mixture catalytically hydrogenated under atmospheric pressure for 2 hours. The insoluble material is removed by filtration, and the filtrate concentrated under reduced pressure. The residue (471 mg) is crystallized from a mixture of ether and petroleum ether to yield 421 mg of α-(3ξ-acetyl-2-phenylac... Reactants: CC1CCC(C(C)C)C(C(=O)Cl)C1, [NH4+], [OH-]. Product: CC1CCC(C(C)C)C(C(N)=O)C1. Reaction SMILES: [CH:1]([CH3:2])([CH3:3])[CH:4]1[CH:5]([C:11](=[O:12])[Cl:13])[CH2:6][CH:7]([CH3:10])[CH2:8][CH2:9]1.[NH4+:14].[OH-:15]>>[CH:1]([CH3:2])([CH3:3])[CH:4]1[CH:5]([C:11](=[O:12])[NH2:14])[CH2:6][CH:7]([CH3:10])[CH2:8][CH2:9]1. The reactants are C(C1=CC=CC=C1)OC1=C(C=C(C=C1)C=C(C)[N+](=O)[O-])OC (1-(4-benzyloxy-3-methoxy-phenyl)-2-nitropropene), [H-].[Al+3].[Li+].[H-].[H-].[H-] (lithium aluminum hydride), ice water, [H-].[Al+3].[Li+].[H-].[H-].[H-] (lithium aluminum hydride). Run in O1CCCC1 (tetrahydrofuran), O1CCCC1 (tetrahydrofuran). The product is C(C1=CC=CC=C1)OC1=C(C=C(C=C1)CC(C)N)OC (1-(4-benzyloxy-3-methoxyphenyl)-2-aminopropane). Yield: 97.6%. As a reaction SMILES: [CH2:1]([O:8][C:9]1[CH:14]=[CH:13][C:12]([CH:15]=[C:16]([N+:18]([O-])=O)[CH3:17])=[CH:11][C:10]=1[O:21][CH3:22])[C:2]1[CH:7]=[CH:6][CH:5]=[CH:4][CH:3]=1.[H-].[Al+3].[Li+].[H-].[H-].[H-]>O1CCCC1>[CH2:1]([O:8][C:9]1[CH:14]=[CH:13][C:12]([CH2:15][CH:16]([NH2:18])[CH3:17])=[CH:11][C:10]=1[O:21][CH3:22])[C:2]1[CH:7]=[CH:6][CH:5]=[CH:4][CH:3]=1 |f:1.2.3.4.5.6|. Procedure details: A tetrahydrofuran solution of 6.78 g of 1-(4-benzyloxy-3-methoxy-phenyl)-2-nitropropene is added dropwise to a suspension of 2.15 g of lithium aluminum hydride in tetrahydrofuran. The mixture is stirred at room temperature and then refluxed. After the reaction, excess lithium aluminum hydride is decomposed with ice water, and inorganic materials are filtered off. The filtrate is washed, dried and then condensed to dryness. 6 g of 1-(4-benzyloxy-3-methoxyphenyl)-2-aminopropane are obtained as pal... RXN SMILES: Cl.[CH3:2][C:3]1[C:7]([CH2:8][C:9]([OH:11])=O)=[C:6]([CH3:12])[NH:5][N:4]=1.[NH2:13][C@@H:14]([CH2:32][O:33][CH2:34][C:35]1[CH:40]=[CH:39][C:38]([F:41])=[CH:37][CH:36]=1)[C:15]([NH:17][C:18]1[CH:23]=[CH:22][C:21]([O:24][C:25]2[CH:30]=[CH:29][C:28]([F:31])=[CH:27][CH:26]=2)=[CH:20][CH:19]=1)=[O:16]>>[CH3:12][C:6]1[C:7]([CH2:8][C:9]([NH:13][C@@H:14]([CH2:32][O:33][CH2:34][C:35]2[CH:36]=[CH:37][C:38]([F:41])=[CH:39][CH:40]=2)[C:15]([NH:17][C:18]2[CH:19]=[CH:20][C:21]([O:24][C:25]3[CH:30]=[CH:29][C:28]([F:31])=[CH:27][CH:26]=3)=[CH:22][CH:23]=2)=[O:16])=[O:11])=[C:3]([CH3:2])[NH:4][N:5]=1 |f:0.1|. Procedure: Proceeding as in Example 1, but substituting 2-(3,5-dimethyl-1H-pyrazol-4-yl)acetic acid hydrochloride and (S)-2-amino-3-(4-fluorobenzyloxy)-N-(4-(4-fluorophenoxy)phenyl)propanamide, gave Compound 258, (S)-2-(2-(3,5-dimethyl-1H-pyrazol-4-yl)acetamido)-3-(4-fluorobenzyloxy)-N-(4-(4-fluorophenoxy)phenyl)propanamide (70 mg, 50%). 1H-NMR (400 MHz, CDCl3): δ 8.55 (s, 1H), 7.40-7.25 (m, 6H), 7.15-6.90 (m, 7H), 6.50 (m, 1H), 4.79-4.73 (m, 1H), 4.63 (m, 2H), 3.80-3.50 (m, 4H), 2.20 (s, 6H). MS (EI) for ... Starting materials: Cl.CC1=NNC(=C1CC(=O)O)C (2-(3,5-dimethyl-1H-pyrazol-4-yl)acetic acid hydrochloride), N[C@H](C(=O)NC1=CC=C(C=C1)OC1=CC=C(C=C1)F)COCC1=CC=C(C=C1)F ((S)-2-amino-3-(4-fluorobenzyloxy)-N-(4-(4-fluorophenoxy)phenyl)propanamide). Product: Compound 258, CC1=NNC(=C1CC(=O)N[C@H](C(=O)NC1=CC=C(C=C1)OC1=CC=C(C=C1)F)COCC1=CC=C(C=C1)F)C ((S)-2-(2-(3,5-dimethyl-1H-pyrazol-4-yl)acetamido)-3-(4-fluorobenzyloxy)-N-(4-(4-fluorophenoxy)phenyl)propanamide). The yield is 50.0%. Starting materials: C1OC=2C=C(C=CC2O1)C1=C(C(C2=CC=CC=C12)=O)C(=O)OCC (ethyl 3-(3,4-methylenedioxyphenyl)-1-oxoindene-2-carboxylate), COC=1C=C(C=CC1)[Mg]Br (3-methoxyphenyl magnesium bromide), COC=1C=C(C=CC1)[Mg]Br (3-methoxyphenyl magnesium bromide), COC=1C=C(C=CC1)[Mg]Br (3-methoxyphenyl magnesium bromide). The solvent is C1CCOC1 (THF). Conditions: time 15 minute. Yields the product OC1(C(=C(C2=CC=CC=C12)C1=CC2=C(C=C1)OCO2)C(=O)OCC)C2=CC(=CC=C2)OC (Ethyl(1RS)-1-Hydroxy-1-(3-methoxyphenyl)-3-(3,4-methylenedioxyphenyl)indene-2-carboxylate). The yield is 112.4%. Reaction SMILES: [CH2:1]1[O:9][C:8]2[CH:7]=[CH:6][C:5]([C:10]3[C:18]4[C:13](=[CH:14][CH:15]=[CH:16][CH:17]=4)[C:12](=[O:19])[C:11]=3[C:20]([O:22][CH2:23][CH3:24])=[O:21])=[CH:4][C:3]=2[O:2]1.[CH3:25][O:26][C:27]1[CH:28]=[C:29]([Mg]Br)[CH:30]=[CH:31][CH:32]=1>C1COCC1>[OH:19][C:12]1([C:31]2[CH:30]=[CH:29][CH:28]=[C:27]([O:26][CH3:25])[CH:32]=2)[C:13]2[C:18](=[CH:17][CH:16]=[CH:15][CH:14]=2)[C:10]([C:5]2[CH:6]=[CH:7][C:8]3[O:9][CH2:1][O:2][C:3]=3[CH:4]=2)=[C:11]1[C:20]([O:22][CH2:23][CH3:24])=[O:21]. Procedure: To a solution of ethyl 3-(3,4-methylenedioxyphenyl)-1-oxoindene-2-carboxylate (100 mg, 0.31 mmol) in THF (2 ml) under an argon atmosphere at 0° C. was added a solution of freshly prepared 3-methoxyphenyl magnesium bromide (0.31 mmol). After stirring for 15 min, additional 3-methoxyphenyl magnesium bromide (0.06 mmol) was added. Stirring was continued for 45 min, at which time thin layer chromatographic analysis indicated that the reaction was incomplete. Additional 3-methoxyphenyl magnesium brom... The reactants are NC1=NC=2C=CC=CC2C2=C1N=C(N2CCCC(C)=O)C (5-(4-amino-2-methyl-1H-imidazo[4,5-c]quinolin-1-yl)pentan-2-one), Cl.C(C1=CC=CC=C1)ON (O-benzylhydroxylamine hydrochloride). Yields the product C(C1=CC=CC=C1)ON=C(C)CCCN1C(=NC=2C(=NC=3C=CC=CC3C21)N)C (5-(4-amino-2-methyl-1H-imidazo[4,5-c]quinolin-1-yl)pentan-2-one O-benzyloxime). As a reaction SMILES: [NH2:1][C:2]1[C:11]2[N:12]=[C:13]([CH3:21])[N:14]([CH2:15][CH2:16][CH2:17][C:18](=O)[CH3:19])[C:10]=2[C:9]2[CH:8]=[CH:7][CH:6]=[CH:5][C:4]=2[N:3]=1.Cl.[CH2:23]([O:30][NH2:31])[C:24]1[CH:29]=[CH:28][CH:27]=[CH:26][CH:25]=1>>[CH2:23]([O:30][N:31]=[C:18]([CH2:17][CH2:16][CH2:15][N:14]1[C:10]2[C:9]3[CH:8]=[CH:7][CH:6]=[CH:5][C:4]=3[N:3]=[C:2]([NH2:1])[C:11]=2[N:12]=[C:13]1[CH3:21])[CH3:19])[C:24]1[CH:29]=[CH:28][CH:27]=[CH:26][CH:25]=1 |f:1.2|. Procedure: By the general method described in Part F of Example 30, 5-(4-amino-2-methyl-1H-imidazo[4,5-c]quinolin-1-yl)pentan-2-one was reacted with O-benzylhydroxylamine hydrochloride to provide 5-(4-amino-2-methyl-1H-imidazo[4,5-c]quinolin-1-yl)pentan-2-one O-benzyloxime) in about a 3 to 1 mixture of E and Z isomers as white crystals after recrystallization from a mixture of toluene and hexane, mp 146-148° C.